From a dataset of the Open Reaction Database (ORD), a public repository of structured organic reaction records. describe an organic reaction: reactants, conditions, products, and yield Product: CC(C)C(=O)c1cccc2ccccc12. As a reaction SMILES: [Al+3:2].[C:15]([CH:16]([CH3:17])[CH3:18])(=[O:19])[Cl:20].[Cl-:1].[Cl-:3].[Cl-:4].[Cl:22][CH2:23][Cl:24].[OH2:21].[cH:5]1[cH:6][cH:7][c:8]2[cH:9][cH:10][cH:11][cH:12][c:13]2[cH:14]1>>[cH:5]1[cH:6][cH:7][c:8]2[cH:9][cH:10][cH:11][cH:12][c:13]2[c:14]1[C:15]([CH:16]([CH3:17])[CH3:18])=[O:19]. The reactants are [Al+3], CC(C)C(=O)Cl, [Cl-], [Cl-], [Cl-], ClCCl, O, c1ccc2ccccc2c1. Reactants: CC(C)(C)OC(=O)N1CCC(C(=O)O)CC1, ClCCCl, CN(C)c1ccncc1, ClCCl, OCc1ccccc1. Yields the product CC(C)(C)OC(=O)N1CCC(C(=O)OCc2ccccc2)CC1. As a reaction SMILES: [C:1]([CH3:2])([CH3:3])([CH3:4])[O:5][C:6](=[O:7])[N:8]1[CH2:9][CH2:10][CH:11]([C:12](=[O:13])[OH:14])[CH2:15][CH2:16]1.[CH2:25]([Cl:26])[CH2:27][Cl:28].[CH3:32][N:33]([c:34]1[cH:35][cH:36][n:37][cH:38][cH:39]1)[CH3:40].[Cl:29][CH2:30][Cl:31].[OH:17][CH2:18][c:19]1[cH:20][cH:21][cH:22][cH:23][cH:24]1>>[C:1]([CH3:2])([CH3:3])([CH3:4])[O:5][C:6](=[O:7])[N:8]1[CH2:9][CH2:10][CH:11]([C:12]([O:13][CH2:18][c:19]2[cH:20][cH:21][cH:22][cH:23][cH:24]2)=[O:14])[CH2:15][CH2:16]1. Starting materials: CC(=O)[O-], Cc1ccccc1, C=COC(C)=O, C=COCCOCCOCCOC=C, C=COCCOCCOCCO, [Na+]. The product is C=COCCOCCOCCOC(C)=O. RXN SMILES: [CH3:2][C:3]([O-:4])=[O:5].[CH3:38][c:39]1[cH:40][cH:41][cH:42][cH:43][cH:44]1.[CH3:6][C:7]([O:8][CH:9]=[CH2:10])=[O:11].[CH:12](=[CH2:13])[O:14][CH2:15][CH2:16][O:17][CH2:18][CH2:19][O:20][CH2:21][CH2:22][O:23][CH:24]=[CH2:25].[CH:26]([O:27][CH2:28][CH2:29][O:30][CH2:31][CH2:32][O:33][CH2:34][CH2:35][OH:36])=[CH2:37].[Na+:1]>>[CH3:2][C:3]([O:4][CH2:22][CH2:21][O:20][CH2:19][CH2:18][O:17][CH2:16][CH2:15][O:14][CH:12]=[CH2:13])=[O:5]. The reactants are BrCCc1ccccc1, O=C([O-])[O-], Cc1ccccc1, [K+], [K+], CCOC(=O)c1c[nH]nc1N, [Na+], [OH-]. Product: CCOC(=O)c1cn(CCc2ccccc2)nc1N. As a reaction SMILES: [Br:14][CH2:15][CH2:16][c:17]1[cH:18][cH:19][cH:20][cH:21][cH:22]1.[C:23](=[O:24])([O-:25])[O-:26].[CH3:29][c:30]1[cH:31][cH:32][cH:33][cH:34][cH:35]1.[K+:27].[K+:28].[NH2:3][c:4]1[n:5][nH:6][cH:7][c:8]1[C:9](=[O:10])[O:11][CH2:12][CH3:13].[Na+:2].[OH-:1]>>[NH2:3][c:4]1[n:5][n:6]([CH2:15][CH2:16][c:17]2[cH:18][cH:19][cH:20][cH:21][cH:22]2)[cH:7][c:8]1[C:9](=[O:10])[O:11][CH2:12][CH3:13]. The reactants are NCCN1C=C2N(C(N(C(C2=C1C1=CC=CC=C1)=O)C)=O)C (6-(2-Amino-ethyl)-1,3-dimethyl-5-phenyl-1,6-dihydro-pyrrolo[3,4-d]pyrimidine-2,4-dione), FC1=CC=C(C(=O)Cl)C=C1 (4-fluorobenzoyl chloride). Product: NCCN1C=C2N(C(N(C(C2=C1C1=CC=C(C=C1)F)=O)C)=O)C (6-(2-Amino-ethyl)-5-(4-fluoro-phenyl)-1,3-dimethyl-1,6-dihydro-pyrrolo[3,4-d]pyrimidine-2,4-dione). As a reaction SMILES: [NH2:1][CH2:2][CH2:3][N:4]1[C:12]([C:13]2[CH:18]=[CH:17][CH:16]=[CH:15][CH:14]=2)=[C:11]2[C:6]([N:7]([CH3:22])[C:8](=[O:21])[N:9]([CH3:20])[C:10]2=[O:19])=[CH:5]1.[F:23]C1C=CC(C(Cl)=O)=CC=1>>[NH2:1][CH2:2][CH2:3][N:4]1[C:12]([C:13]2[CH:18]=[CH:17][C:16]([F:23])=[CH:15][CH:14]=2)=[C:11]2[C:6]([N:7]([CH3:22])[C:8](=[O:21])[N:9]([CH3:20])[C:10]2=[O:19])=[CH:5]1. Procedure details: This compound was prepared analogously to Intermediate A by replacing benzoyl chloride (step 2) with 4-fluorobenzoyl chloride. Starting materials: CC1CCC(CC1)=O (4-methyl cyclohexanone), C(C)(C)N (isopropylamine), 3A. Run at time 8 hour. Yields the product CC(C)N=C1CCC(CC1)C (1-Methyl-N-(4-methyl cyclohexylidene)-ethylamine). RXN SMILES: [CH3:1][CH:2]1[CH2:7][CH2:6][C:5](=O)[CH2:4][CH2:3]1.[CH:9]([NH2:12])([CH3:11])[CH3:10]>>[CH3:10][CH:9]([N:12]=[C:5]1[CH2:6][CH2:7][CH:2]([CH3:1])[CH2:3][CH2:4]1)[CH3:11]. Reported procedure: To a mixture of 600 g. 4-methyl cyclohexanone and 1 l. isopropylamine are added 500 g. Linde Type 3A molecular sieves. The mixture is allowed to stand overnight at room temperature, after which the sieves are removed by filtration and the excess of isopropylamine is removed in vacuo at room temperature. The residual oil is 1-methyl-N-(4-methyl cyclohexylidene)-ethylamine. Reactants: N1CCS(CC1)(=O)=O (thiomorpholine 1,1-dioxide), FC([C@H]1OC1)(F)F ((S)-2-(trifluoromethyl)oxirane), resultant mixture. Run in C(C)#N (acetonitrile). The product is O=S1(CCN(CC1)C[C@@H](C(F)(F)F)O)=O ((S)-3-(1,1-dioxo-1λ6-thiomorpholin-4-yl)-1,1,1-trifluoro-propan-2-ol). Yield: 32.8%. Reaction SMILES: [NH:1]1[CH2:6][CH2:5][S:4](=[O:8])(=[O:7])[CH2:3][CH2:2]1.[F:9][C:10]([F:15])([F:14])[C@@H:11]1[CH2:13][O:12]1>C(#N)C>[O:7]=[S:4]1(=[O:8])[CH2:5][CH2:6][N:1]([CH2:13][C@H:11]([OH:12])[C:10]([F:15])([F:14])[F:9])[CH2:2][CH2:3]1. Procedure details: In a 2 ml vial, thiomorpholine 1,1-dioxide (200 mg, 1.48 mmol) was combined with acetonitrile (5.33 ml) to give a colorless solution. (S)-2-(trifluoromethyl)oxirane (332 mg, 257 μl, 2.96 mmol) was added and the resultant mixture was stirred at room temperature for 2 h. The crude reaction mixture was concentrated in vacuo to afford 120 mg of (S)-3-(1,1-dioxo-1λ6-thiomorpholin-4-yl)-1,1,1-trifluoro-propan-2-ol as an oil, which was used without further purification.